Dataset: the Open Reaction Database (ORD), a public repository of structured organic reaction records. Task: describe an organic reaction: reactants, conditions, products, and yield Reactants: [N+](=O)([O-])C1=C(C(=O)Cl)C(=CC=C1)[N+](=O)[O-] (2,6-dinitrobenzoyl chloride), N[C@H](C)C(=O)O (D-alanine), C(=O)([O-])[O-].[Na+].[Na+] (Na2CO3), [N+](=O)([O-])C1=C(C(=O)O)C(=CC=C1)[N+](=O)[O-] (2,6-Dinitrobenzoic acid). Yields the product [N+](=O)([O-])C1=C(C(=O)N[C@@H](C(=O)O)C)C(=CC=C1)[N+](=O)[O-] ((R)-2-(2,6-Dinitrobenzamido)propanoic acid), solid. Yield: 85.0%. As a reaction SMILES: [N+:1]([C:4]1[CH:12]=[CH:11][CH:10]=[C:9]([N+:13]([O-:15])=[O:14])[C:5]=1[C:6](Cl)=[O:7])([O-:3])=[O:2].[NH2:16][C@@H:17]([C:19]([OH:21])=[O:20])[CH3:18].C([O-])([O-])=O.[Na+].[Na+].[N+](C1C=CC=C([N+]([O-])=O)C=1C(O)=O)([O-])=O>>[N+:1]([C:4]1[CH:12]=[CH:11][CH:10]=[C:9]([N+:13]([O-:15])=[O:14])[C:5]=1[C:6]([NH:16][C@H:17]([CH3:18])[C:19]([OH:21])=[O:20])=[O:7])([O-:3])=[O:2] |f:2.3.4|. Reported procedure: The reaction of 2,6-dinitrobenzoyl chloride (prepared from 2,6-dinitrobenzoic acid, 1.4 g and SOCl2, 15 mL) with D-alanine (0.7 g, 7.92 mmol) in the presence of Na2CO3 (0.83 g, 7.92 mmol) as described in intermediate 2 gave the title compound as a pale brown color solid (1.58 g, 85%), mp 202-204° C. 1H NMR (400 MHz, DMSO-d6): δ 12.79 (1H, br s), 9.24 (1H, d, J=7.6 Hz), 8.45 (2H, d, J=8.4 Hz), 7.93 (1H, t, J=8.4 Hz), 4.48 (1H, pentet, J=7.3 Hz), 1.33 (3H, d, J=7.2 Hz); LC-MS (negative ion mode): ... Reactants: CCOC(=O)c1sc(=O)[nH]c1C, O=P(Cl)(Cl)Cl. Product: CCOC(=O)c1sc(Cl)nc1C. RXN SMILES: [CH3:1][c:2]1[nH:3][c:4](=[O:12])[s:5][c:6]1[C:7](=[O:8])[O:9][CH2:10][CH3:11].[P:13]([Cl:14])([Cl:15])([Cl:16])=[O:17]>>[CH3:1][c:2]1[n:3][c:4]([Cl:15])[s:5][c:6]1[C:7](=[O:8])[O:9][CH2:10][CH3:11]. The reactants are CC1=CCC2CC1C2(C)C (α-pinene), product, C1(=CC=CC=C1)O (phenol), C1(\C=C/C(=O)O1)=O (maleic anhydride), C=O (paraformaldehyde). Conditions: temperature 120 celsius. The product is C1C=CC2C1C3CC2C=C3 (dicyclopentadiene). Isolated yield 2044.7%. RXN SMILES: [CH3:1][C:2]1[CH:7]2[C:8]([CH3:10])(C)[CH:5]([CH2:6]2)[CH2:4][CH:3]=1.[C:11]1(O)C=CC=CC=1.C1(=O)OC(=O)C=C1.C=O>>[CH2:10]1[CH:8]2[CH:5]3[CH:4]=[CH:3][CH:2]([CH:7]2[CH:6]=[CH:11]1)[CH2:1]3. Procedure: 1350 g of dicyclopentadiene are polymerized in the presence of 150 g of α-pinene at 230° C under a pressure of 4 atmospheres. A semisolid, yellow paste is obtained. 100 g of this product and 47 g of phenol are heated to 120° C. Simultaneously 15 g of maleic anhydride and 4 g of paraformaldehyde are added. After maintaining the mixture for 30 minutes at 120° C heating takes place for 6 hours to 220° C, the pressure being reduced for the last 30 minutes of the reaction. 145 g (=87.5%) of a yellow ... Reactants: Cc1ccccc1, C[Si](C)(C)[Si](C)(C)CCN, O=C(Cl)Cl, Cl. As a reaction SMILES: [CH3:16][c:17]1[cH:18][cH:19][cH:20][cH:21][cH:22]1.[CH3:2][Si:3]([Si:4]([CH3:5])([CH3:6])[CH3:7])([CH2:8][CH2:9][NH2:10])[CH3:11].[Cl:12][C:13]([Cl:14])=[O:15].[ClH:1]>>[CH3:2][Si:3]([Si:4]([CH3:5])([CH3:6])[CH3:7])([CH2:8][CH2:9][N:10]=[C:13]=[O:15])[CH3:11]. Yields the product C[Si](C)(C)[Si](C)(C)CCN=C=O. Starting materials: Cc1ccc(C)c(OCc2ccccc2COc2cc(C)ccc2C)c1, Cc1ccccc1, [K], Cc1ccc(C)c(OCc2ccccc2C(C#N)=NO)c1. Yields the product N#CC(=NO)c1ccccc1. As a reaction SMILES: [CH3:23][c:24]1[cH:25][cH:26][c:27]([CH3:28])[cH:29][c:30]1[O:31][CH2:32][c:33]1[cH:34][cH:35][cH:36][cH:37][c:38]1[CH2:39][O:40][c:41]1[cH:42][c:43]([CH3:44])[cH:45][cH:46][c:47]1[CH3:48].[CH3:49][c:50]1[cH:51][cH:52][cH:53][cH:54][cH:55]1.[K:1].[OH:2][N:3]=[C:4]([C:5]#[N:6])[c:7]1[c:8]([CH2:13][O:14][c:15]2[cH:16][c:17]([CH3:18])[cH:19][cH:20][c:21]2[CH3:22])[cH:9][cH:10][cH:11][cH:12]1>>[OH:2][N:3]=[C:4]([C:5]#[N:6])[c:7]1[cH:8][cH:9][cH:10][cH:11][cH:12]1. The reactants are CC[SiH](CC)CC, COCc1cc2cc(C(=O)OC)ccc2[nH]1, ClC(Cl)Cl, O=Cc1ccc(Cl)cc1Cl, ClCCl, [Na+], [OH-], O=C(O)C(F)(F)F. Yields the product COCc1[nH]c2ccc(C(=O)OC)cc2c1Cc1ccc(Cl)cc1Cl. Reaction SMILES: [CH2:8]([SiH:9]([CH2:10][CH3:11])[CH2:12][CH3:13])[CH3:14].[CH3:15][O:16][C:17](=[O:18])[c:19]1[cH:20][c:21]2[cH:22][c:23]([CH2:28][O:29][CH3:30])[nH:24][c:25]2[cH:26][cH:27]1.[CH:46]([Cl:47])([Cl:48])[Cl:49].[Cl:31][c:32]1[c:33]([CH:34]=[O:35])[cH:36][cH:37][c:38]([Cl:40])[cH:39]1.[Cl:43][CH2:44][Cl:45].[Na+:42].[OH-:41].[OH:1][C:2]([C:3]([F:4])([F:5])[F:6])=[O:7]>>[CH3:15][O:16][C:17](=[O:18])[c:19]1[cH:20][c:21]2[c:22]([CH2:34][c:33]3[c:32]([Cl:31])[cH:39][c:38]([Cl:40])[cH:37][cH:36]3)[c:23]([CH2:28][O:29][CH3:30])[nH:24][c:25]2[cH:26][cH:27]1. Reaction SMILES: [CH2:17]1[O:18][CH2:19][CH2:20][CH2:21]1.[CH3:1][NH:2][CH3:3].[Cl:4][C:5](=[O:6])[c:7]1[cH:8][cH:9][c:10]([C:11](=[O:12])[O:13][CH3:14])[cH:15][cH:16]1>>[CH3:1][N:2]([CH3:3])[C:5](=[O:6])[c:7]1[cH:8][cH:9][c:10]([C:11](=[O:12])[O:13][CH3:14])[cH:15][cH:16]1. Yields the product COC(=O)c1ccc(C(=O)N(C)C)cc1. Reactants: C1CCOC1, CNC, COC(=O)c1ccc(C(=O)Cl)cc1. Starting materials: CN(C)CC(=O)O (Dimethylamino-acetic acid), CCN=C=NCCCN(C)C.Cl (EDCl), C=1C=CC2=C(C1)N=NN2O (HOBT), CN(C)C=O (DMF), TEA, NC1C(NC2=C(C(C1)(C)C)C=CC(=C2)[N+](=O)[O-])=O (3-Amino-5,5-dimethyl-8-nitro-1,3,4,5-tetrahydro-1-benzazepin-2-one). Solvent: CCOCC (ether). Conditions: time 3 hour. Product: CN(CC(=O)NC1C(NC2=C(C(C1)(C)C)C=CC(=C2)[N+](=O)[O-])=O)C (2-Dimethylamino-N-(5,5-dimethyl-8-nitro-2-oxo-2,3,4,5-tetrahydro-1H-1-benzazepin-3-yl)-acetamide), solid. The yield is 20.0%. Reaction SMILES: [CH3:1][N:2]([CH2:4][C:5]([OH:7])=O)[CH3:3].CCN=C=NCCCN(C)C.Cl.C1C=CC2N(O)N=NC=2C=1.CN(C=O)C.[NH2:35][CH:36]1[CH2:42][C:41]([CH3:44])([CH3:43])[C:40]2[CH:45]=[CH:46][C:47]([N+:49]([O-:51])=[O:50])=[CH:48][C:39]=2[NH:38][C:37]1=[O:52]>CCOCC>[CH3:1][N:2]([CH3:3])[CH2:4][C:5]([NH:35][CH:36]1[CH2:42][C:41]([CH3:44])([CH3:43])[C:40]2[CH:45]=[CH:46][C:47]([N+:49]([O-:51])=[O:50])=[CH:48][C:39]=2[NH:38][C:37]1=[O:52])=[O:7] |f:1.2|. Procedure details: Dimethylamino-acetic acid (0.124 g, 1.20 mmol), EDCl (0.461 g, 2.41 mmol), HOBT (0.276 g, 2.05 mmol) and DMF (1.00 mL, 12.9 mmol) were stirred at rt for 30 minutes, followed by the addition of TEA (0.235 mL, 1.68 mmol) and 3-Amino-5,5-dimethyl-8-nitro-1,3,4,5-tetrahydro-1-benzazepin-2-one (0.300 g, 1.20 mmol). The reaction mixture was stirred at rt for 3 h, diluted with ether and washed with water. The organic layer was dried over MgSO4, filtered, and concentrated under reduced pressure. Title c... Starting materials: [BH4-], CCCCCCCCCCOc1cnc(-c2ccc(C(C)=O)cc2)nc1, CCO, ClC(Cl)Cl, [Na+], O. Product: CCCCCCCCCCOc1cnc(-c2ccc(C(C)O)cc2)nc1. RXN SMILES: [BH4-:34].[C:8]([CH3:9])(=[O:10])[c:11]1[cH:12][cH:13][c:14](-[c:17]2[n:18][cH:19][c:20]([O:23][CH2:24][CH2:25][CH2:26][CH2:27][CH2:28][CH2:29][CH2:30][CH2:31][CH2:32][CH3:33])[cH:21][n:22]2)[cH:15][cH:16]1.[CH3:1][CH2:2][OH:3].[CH:4]([Cl:5])([Cl:6])[Cl:7].[Na+:35].[OH2:36]>>[CH:8]([CH3:9])([OH:10])[c:11]1[cH:12][cH:13][c:14](-[c:17]2[n:18][cH:19][c:20]([O:23][CH2:24][CH2:25][CH2:26][CH2:27][CH2:28][CH2:29][CH2:30][CH2:31][CH2:32][CH3:33])[cH:21][n:22]2)[cH:15][cH:16]1. Starting materials: NC1=C(C=CC=C1C(F)(F)F)C(=O)C1=CC(=CC=C1)O ([2-amino-3-(trifluoromethyl)phenyl]-(3-hydroxy-phenyl)methanone), COC=1C=C(C=CC1)CC=O ((3-Methoxy-phenyl)-acetaldehyde). Product: COC=1C=C(C=CC1)C=1C=NC2=C(C=CC=C2C1C=1C=C(C=CC1)O)C(F)(F)F (3-[3-(3-METHOXYPHENYL)-8-(TRIFLUOROMETHYL)QUINOLIN-4-YL]PHENOL). As a reaction SMILES: [NH2:1][C:2]1[C:7]([C:8]([F:11])([F:10])[F:9])=[CH:6][CH:5]=[CH:4][C:3]=1[C:12]([C:14]1[CH:19]=[CH:18][CH:17]=[C:16]([OH:20])[CH:15]=1)=O.[CH3:21][O:22][C:23]1[CH:24]=[C:25]([CH2:29][CH:30]=O)[CH:26]=[CH:27][CH:28]=1>>[CH3:21][O:22][C:23]1[CH:24]=[C:25]([C:29]2[CH:30]=[N:1][C:2]3[C:3]([C:12]=2[C:14]2[CH:15]=[C:16]([OH:20])[CH:17]=[CH:18][CH:19]=2)=[CH:4][CH:5]=[CH:6][C:7]=3[C:8]([F:11])([F:10])[F:9])[CH:26]=[CH:27][CH:28]=1. Reported procedure: The title compound was prepared from [2-amino-3-(trifluoromethyl)phenyl]-(3-hydroxy-phenyl)methanone and (3-Methoxy-phenyl)-acetaldehyde following the procedure of Example 457: MS (ES) m/z 394.0; HRMS: calcd for C23H16F3NO2+H+, 396.12059; found (ESI, [M+H]+), 396.1196.